From a dataset of the Open Reaction Database (ORD), a public repository of structured organic reaction records. describe an organic reaction: reactants, conditions, products, and yield Reactants: FC1(CCOCC1)C(=O)OCC1=CC=CC=C1 (benzyl 4-fluorotetrahydro-2H-pyran-4-carboxylate). Reagents/catalysts: [OH-].[Pd+2].[OH-] (palladium hydroxide). The solvent is C(C)O.C(C)(=O)OCC (ethanol ethyl acetate). Conditions: time 4 hour. Product: FC1(CCOCC1)C(=O)O (4-fluorotetrahydro-2H-pyran-4-carboxylic acid). Isolated yield 75.1%. As a reaction SMILES: [F:1][C:2]1([C:8]([O:10]CC2C=CC=CC=2)=[O:9])[CH2:7][CH2:6][O:5][CH2:4][CH2:3]1>C(O)C.C(OCC)(=O)C.[OH-].[Pd+2].[OH-]>[F:1][C:2]1([C:8]([OH:10])=[O:9])[CH2:7][CH2:6][O:5][CH2:4][CH2:3]1 |f:1.2,3.4.5|. Reported procedure: A mixture of the compound (0.18 g) obtained in step 2 and 20% palladium hydroxide (0.02 g) in ethanol/ethyl acetate (2/1 mL) was stirred under a hydrogen atmosphere (1 atm) at room temperature for 4 hr. The reaction mixture was filtered, and concentrated under reduced pressure. The residue was crystallized from ethyl acetate/hexane to give the title compound (0.084 g, 78%) as a gray powder. As a reaction SMILES: [N+:1]([C:4]1[CH:9]=[CH:8][C:7]([CH2:10][CH2:11][CH:12]=[O:13])=[C:6]([C:14]([F:17])([F:16])[F:15])[CH:5]=1)([O-:3])=[O:2].[BH4-].[Na+]>CO>[N+:1]([C:4]1[CH:9]=[CH:8][C:7]([CH2:10][CH2:11][CH2:12][OH:13])=[C:6]([C:14]([F:15])([F:16])[F:17])[CH:5]=1)([O-:3])=[O:2] |f:1.2|. Procedure: 3-(4-Nitro-2-(trifluoromethyl)phenyl)propionaldehyde (1700 mg, 6.9 mmol) was dissolved in methanol (10 mL), and sodium borohydride (100 mg, 2.64 mmol) was added thereto. The mixture was stirred at room temperature for 1 hour. The reaction solution was concentrated under reduced pressure and then purified by silica-gel column chromatography (n-hexane:ethyl acetate=3:1) to give 3-(4-nitro-2-(trifluoromethyl)phenyl)propan-1-ol (859 mg, 50%) as a light-yellow oil. Yields the product [N+](=O)([O-])C1=CC(=C(C=C1)CCCO)C(F)(F)F (3-(4-nitro-2-(trifluoromethyl)phenyl)propan-1-ol). Run at time 1 hour. The solvent is CO (methanol). Isolated yield 50.0%. The reactants are [N+](=O)([O-])C1=CC(=C(C=C1)CCC=O)C(F)(F)F (3-(4-Nitro-2-(trifluoromethyl)phenyl)propionaldehyde), [BH4-].[Na+] (sodium borohydride). Starting materials: N[C@@]1([C@@H]2[C@H]([C@@H]2C[C@@H]1F)C(=O)OCC=C)C(=O)OCC=C ((1S,2S,3S,5R,6S)-diallyl 2-amino-3-fluorobicyclo[3.1.0]hexane-2,6-dicarboxylate), ClC(Cl)(OC(OC(Cl)(Cl)Cl)=O)Cl (triphosgene), OCC=1OC(OC1C)=O (4-(hydroxymethyl)-5-methyl-1,3-dioxol-2-one), C(C)(C)N(C(C)C)CC (N,N-diisopropylethylamine). Solvent: C(C)(=O)OCC (ethyl acetate), C(Cl)(Cl)Cl (chloroform), C(Cl)(Cl)Cl (chloroform), O1CCCC1 (tetrahydrofuran). Conditions: time 30 minute. Product: F[C@@H]1[C@]([C@@H]2[C@H]([C@@H]2C1)C(=O)OCC=C)(C(=O)OCC=C)NC(=O)OCC=1OC(OC1C)=O ((1S,2S,3S,5R,6S)-diallyl 3-fluoro-2-((((5-methyl-2-oxo-1,3-dioxol-4-yl)methoxy)carbonyl)amino)bicyclo[3.1.0]hexane-2,6-dicarboxylate). The yield is 115.8%. Reaction SMILES: Cl[C:2](Cl)([O:4]C(=O)OC(Cl)(Cl)Cl)Cl.[OH:13][CH2:14][C:15]1[O:16][C:17](=[O:21])[O:18][C:19]=1[CH3:20].C(N(CC)C(C)C)(C)C.[NH2:31][C@@:32]1([C:45]([O:47][CH2:48][CH:49]=[CH2:50])=[O:46])[C@@H:37]([F:38])[CH2:36][C@@H:35]2[C@H:33]1[C@H:34]2[C:39]([O:41][CH2:42][CH:43]=[CH2:44])=[O:40]>C(Cl)(Cl)Cl.O1CCCC1.C(OCC)(=O)C>[F:38][C@H:37]1[CH2:36][C@@H:35]2[C@@H:33]([C@H:34]2[C:39]([O:41][CH2:42][CH:43]=[CH2:44])=[O:40])[C@:32]1([NH:31][C:2]([O:13][CH2:14][C:15]1[O:16][C:17](=[O:21])[O:18][C:19]=1[CH3:20])=[O:4])[C:45]([O:47][CH2:48][CH:49]=[CH2:50])=[O:46]. Procedure: To a solution of triphosgene (35 mg) in chloroform (4 mL), 4-(hydroxymethyl)-5-methyl-1,3-dioxol-2-one (45.9 mg) and a solution of N,N-diisopropylethylamine (0.18 mL) in tetrahydrofuran (4 mL) were added at room temperature. After the mixture was stirred at the same temperature for 30 minutes, a solution of (1S,2S,3S,5R,6S)-diallyl 2-amino-3-fluorobicyclo[3.1.0]hexane-2,6-dicarboxylate (D-13-3, 100 mg) in chloroform (4 mL) was added to the reaction mixture, and the mixture was stirred at the sam... Reactants: CCOC(=O)CCN, CCN=C=NCCCN(C)C, ClCCl, CN1CCOCC1, Cl, Cl, Cc1cc(C(=O)O)ncc1C(c1cc(F)ccc1F)S(=O)(=O)c1ccc(F)cc1, On1nnc2ccccc21. Yields the product CCOC(=O)CCNC(=O)c1cc(C)c(C(c2cc(F)ccc2F)S(=O)(=O)c2ccc(F)cc2)cn1. Reaction SMILES: [CH2:31]([CH3:32])[O:33][C:34]([CH2:35][CH2:36][NH2:37])=[O:38].[CH2:50]([N:51]=[C:52]=[N:53][CH2:54][CH2:55][CH2:56][N:57]([CH3:58])[CH3:59])[CH3:60].[CH2:68]([Cl:69])[Cl:70].[CH3:61][N:62]1[CH2:63][CH2:64][O:65][CH2:66][CH2:67]1.[ClH:30].[ClH:49].[F:1][c:2]1[c:3]([CH:9]([c:10]2[c:11]([CH3:19])[cH:12][c:13]([C:16](=[O:17])[OH:18])[n:14][cH:15]2)[S:20](=[O:21])(=[O:22])[c:23]2[cH:24][cH:25][c:26]([F:29])[cH:27][cH:28]2)[cH:4][c:5]([F:8])[cH:6][cH:7]1.[OH:39][n:40]1[c:41]2[cH:42][cH:43][cH:44][cH:45][c:46]2[n:47][n:48]1>>[F:1][c:2]1[c:3]([CH:9]([c:10]2[c:11]([CH3:19])[cH:12][c:13]([C:16](=[O:17])[NH:37][CH2:36][CH2:35][C:34]([O:33][CH2:31][CH3:32])=[O:38])[n:14][cH:15]2)[S:20](=[O:21])(=[O:22])[c:23]2[cH:24][cH:25][c:26]([F:29])[cH:27][cH:28]2)[cH:4][c:5]([F:8])[cH:6][cH:7]1. Starting materials: C(C)(=O)OCC (Ethyl acetate), C1(=CC=CC=C1)C(C(=O)NC(C(=O)OCC[Si](C)(C)C)C(SC1=CC(=CC=C1)OC)C1=CC(=CC=C1)OC)C1=CC=CC=C1 (2- diphenylacetylamino-3-(3-methoxyphenyl)-3-(3-methoxyphenyl-sulfanyl) propionic acid, 2-trimethylsilylethyl ester), CN(C=O)C (N,N-dimethylformamide), [F-].C(CCC)[N+](CCCC)(CCCC)CCCC (tetrabutylammonium fluoride). Solvent: O1CCCC1 (tetrahydrofuran). Product: C1(=CC=CC=C1)C(C(=O)NC(C(=O)O)C(SC1=CC(=CC=C1)OC)C1=CC(=CC=C1)OC)C1=CC=CC=C1 (2-Diphenylacetylamino-3-(3-methoxyphenyl)-3-(3-methoxyphenyl-sulfanyl)propionic acid). Reaction SMILES: [C:1]1([CH:7]([C:39]2[CH:44]=[CH:43][CH:42]=[CH:41][CH:40]=2)[C:8]([NH:10][CH:11]([CH:21]([C:31]2[CH:36]=[CH:35][CH:34]=[C:33]([O:37][CH3:38])[CH:32]=2)[S:22][C:23]2[CH:28]=[CH:27][CH:26]=[C:25]([O:29][CH3:30])[CH:24]=2)[C:12]([O:14]CC[Si](C)(C)C)=[O:13])=[O:9])[CH:6]=[CH:5][CH:4]=[CH:3][CH:2]=1.CN(C)C=O.[F-].C([N+](CCCC)(CCCC)CCCC)CCC.C(OCC)(=O)C>O1CCCC1>[C:39]1([CH:7]([C:1]2[CH:6]=[CH:5][CH:4]=[CH:3][CH:2]=2)[C:8]([NH:10][CH:11]([CH:21]([C:31]2[CH:36]=[CH:35][CH:34]=[C:33]([O:37][CH3:38])[CH:32]=2)[S:22][C:23]2[CH:28]=[CH:27][CH:26]=[C:25]([O:29][CH3:30])[CH:24]=2)[C:12]([OH:14])=[O:13])=[O:9])[CH:40]=[CH:41][CH:42]=[CH:43][CH:44]=1 |f:2.3|. Reported procedure: A solution of 0.40 g (0.65 mmol) of (R,S; R,S)-2- diphenylacetylamino-3-(3-methoxyphenyl)-3-(3-methoxyphenyl-sulfanyl) propionic acid, 2-trimethylsilylethyl ester of Example 34, 3.3 mL of N,N-dimethylformamide and 3.3 mL (3.3 retool) of 1M tetrabutylammonium fluoride in tetrahydrofuran is stirred at room temperature for 30 minutes. Ethyl acetate (100 mL) is added and the solution is washed with 80 mL of 1N hydrochloric acid and 80 mL of brine, dried (magnesium sulfate) and evaporated to give the... Reaction SMILES: [Br-:17].[BrH:19].[CH3:1][c:2]1[c:3]([NH2:4])[c:5]([N+:9](=[O:10])[O-:11])[cH:6][cH:7][cH:8]1.[ClH:12].[N:13]([O-:14])=[O:15].[Na+:16].[OH2:18]>>[CH3:1][c:2]1[c:3]([Br:17])[c:5]([N+:9](=[O:10])[O-:11])[cH:6][cH:7][cH:8]1. Product: Cc1cccc([N+](=O)[O-])c1Br. Starting materials: [Br-], Br, Cc1cccc([N+](=O)[O-])c1N, Cl, O=N[O-], [Na+], O. Reactants: Cc1c(C(=O)O)cc(Br)cc1[N+](=O)[O-], O=C([O-])[O-], CI, [Na+], [Na+], CN(C)C=O, O. Yields the product COC(=O)c1cc(Br)cc([N+](=O)[O-])c1C. Reaction SMILES: [Br:1][c:2]1[cH:3][c:4]([N+:12](=[O:13])[O-:14])[c:5]([CH3:11])[c:6]([C:7](=[O:8])[OH:9])[cH:10]1.[C:15](=[O:16])([O-:17])[O-:18].[I:21][CH3:22].[Na+:19].[Na+:20].[O:23]=[CH:24][N:25]([CH3:26])[CH3:27].[OH2:28]>>[Br:1][c:2]1[cH:3][c:4]([N+:12](=[O:13])[O-:14])[c:5]([CH3:11])[c:6]([C:7](=[O:8])[O:9][CH3:15])[cH:10]1.